This data is from the Open Reaction Database (ORD), a public repository of structured organic reaction records. The task is: describe an organic reaction: reactants, conditions, products, and yield Starting materials: N1CCC(CC1)C1=CC=C(C=C1)NC(=O)C=1N=C(OC1C(F)(F)F)C1=CC=CC=C1 (2-phenyl-5-trifluoromethyl-oxazole-4-carboxylic acid (4-piperidin-4-yl-phenyl)-amide), FC1=NC=C(C(=O)O)C=C1 (6-fluoronicotinic acid), C([O-])([O-])=O.[K+].[K+] (potassium carbonate). Procedure: A mixture of 2-phenyl-5-trifluoromethyl-oxazole-4-carboxylic acid (4-piperidin-4-yl-phenyl)-amide (208 mg, 0.5 mmol) and 6-fluoronicotinic acid (72 mg, 0.5 mmol) in DMSO (2 L) containing potassium carbonate (135 mg, 1 mmol) was heated in a microwave at 135° C. for 35 minutes. The mixture was extracted with ethyl acetate and 0.1N hydrochloric acid. The organic layer was washed with water and brine. Solvents were evaporated and the residue was purified through ISCO column chromatography (silica ge... Reaction SMILES: [NH:1]1[CH2:6][CH2:5][CH:4]([C:7]2[CH:12]=[CH:11][C:10]([NH:13][C:14]([C:16]3[N:17]=[C:18]([C:25]4[CH:30]=[CH:29][CH:28]=[CH:27][CH:26]=4)[O:19][C:20]=3[C:21]([F:24])([F:23])[F:22])=[O:15])=[CH:9][CH:8]=2)[CH2:3][CH2:2]1.F[C:32]1[CH:40]=[CH:39][C:35]([C:36]([OH:38])=[O:37])=[CH:34][N:33]=1.C(=O)([O-])[O-].[K+].[K+]>CS(C)=O>[C:25]1([C:18]2[O:19][C:20]([C:21]([F:22])([F:23])[F:24])=[C:16]([C:14]([NH:13][C:10]3[CH:9]=[CH:8][C:7]([CH:4]4[CH2:5][CH2:6][N:1]([C:32]5[CH:40]=[CH:39][C:35]([C:36]([OH:38])=[O:37])=[CH:34][N:33]=5)[CH2:2][CH2:3]4)=[CH:12][CH:11]=3)=[O:15])[N:17]=2)[CH:30]=[CH:29][CH:28]=[CH:27][CH:26]=1 |f:2.3.4|. Yields the product C1(=CC=CC=C1)C=1OC(=C(N1)C(=O)NC1=CC=C(C=C1)C1CCN(CC1)C1=NC=C(C=C1)C(=O)O)C(F)(F)F (4-{4-[(2-phenyl-5-trifluoromethyl-oxazole-4-carbonyl)-amino]-phenyl}-3,4,5,6-tetrahydro-2H-[1,2′]bipyridinyl-5′-carboxylic acid). Isolated yield 15.1%. Conditions: temperature 135 celsius. The solvent is CS(=O)C (DMSO). Reactants: OC1=C(C=CC=C1)C(C)C1=C(C=CC=C1)O (1,1-Bis(2-hydroxyphenyl)ethane), ClC(C(=O)O)Cl (dichloroacetic acid), C([O-])([O-])=O.[K+].[K+] (potassium carbonate), [I-].[K+] (potassium iodide). Run in C(C)(C)O (isopropyl alcohol), CO (methanol). Product: CC1C2=C(OC(OC3=C1C=CC=C3)C(=O)OC)C=CC=C2 (Methyl 12-Methyl-12H-dibenzo[d,g][1,3]dioxocin-6-carboxylate). As a reaction SMILES: [OH:1][C:2]1[CH:7]=[CH:6][CH:5]=[CH:4][C:3]=1[CH:8]([C:10]1[CH:15]=[CH:14][CH:13]=[CH:12][C:11]=1[OH:16])[CH3:9].Cl[CH:18](Cl)[C:19]([OH:21])=[O:20].[C:23](=O)([O-])[O-].[K+].[K+].[I-].[K+]>C(O)(C)C.CO>[CH3:9][CH:8]1[C:10]2[CH:15]=[CH:14][CH:13]=[CH:12][C:11]=2[O:16][CH:18]([C:19]([O:21][CH3:23])=[O:20])[O:1][C:2]2[CH:7]=[CH:6][CH:5]=[CH:4][C:3]1=2 |f:2.3.4,5.6|. Procedure details: 1,1-Bis(2-hydroxyphenyl)ethane was treated with dichloroacetic acid, potassium carbonate, and potassium iodide in isopropyl alcohol as in Example 3 and the product obtained was esterified with methanol as in Example 4 to obtain 1.71 g of the title compound as a mixture of cis and trans isomers. A portion of this was recrystallized from ether to obtain a pure sample of the cis isomer of the title compound as a white solid melting at 146°-147° C. The geometry was determined by proton NMR spectrosc... Reactants: C1N2CN3CN1CN(C2)C3 (hexamethylenetetramine), mixture, FC1=C(C=CC=2SC=CC21)C (4-fluoro-5-methyl-benzo[b]thiophene), FC=1C(=CC2=C(SC=C2)C1)C (6-fluoro-5-methyl-benzo[b]thiophene), BrN1C(CCC1=O)=O (N-bromosuccinimide). Solvent: O (water), C(C)(=O)OCC (ethyl acetate), O (water), C(C)(=O)O (acetic acid), C(Cl)(Cl)(Cl)Cl (carbon tetrachloride). Product: FC1=C(C=CC=2SC=CC21)C=O (4-fluorobenzo[b]thiophene-5-carbaldehyde), FC=1C(=CC2=C(SC=C2)C1)C=O (6-fluorobenzo[b]thiophene-5-carbaldehyde). Reaction SMILES: [F:1][C:2]1[C:10]2[CH:9]=[CH:8][S:7][C:6]=2[CH:5]=[CH:4][C:3]=1[CH3:11].[F:12][C:13]1[C:14]([CH3:22])=[CH:15][C:16]2[CH:20]=[CH:19][S:18][C:17]=2[CH:21]=1.BrN1C(=[O:29])CCC1=O.C1N2CN3CN(C2)CN1C3>C(Cl)(Cl)(Cl)Cl.C(O)(=O)C.O.C(OCC)(=O)C>[F:1][C:2]1[C:10]2[CH:9]=[CH:8][S:7][C:6]=2[CH:5]=[CH:4][C:3]=1[CH:11]=[O:29].[F:12][C:13]1[C:14]([CH:22]=[O:29])=[CH:15][C:16]2[CH:20]=[CH:19][S:18][C:17]=2[CH:21]=1. Reported procedure: To a solution of 15.9 g of a mixture of 4-fluoro-5-methyl-benzo[b]thiophene and 6-fluoro-5-methyl-benzo[b]thiophene in 160 ml of carbon tetrachloride are added 17 g of N-bromosuccinimide and 0.31 g of 2,2'-azo-bisisobutylonitrile. The resulting mixture is refluxed for two hours. After cooling, insolubles are removed from the thus cooled mixture by filtration, and the filtrate obtained is concentrated under reduced pressure. The residue obtained is suspended in 75 ml of acetic acid and 75 ml of w...